From a dataset of the Open Reaction Database (ORD), a public repository of structured organic reaction records. describe an organic reaction: reactants, conditions, products, and yield The reactants are C(CCC)C1=NOC(=C1COC=1C=C(NN1)C(=O)O)C (5-(3-butyl-5-methyl-isoxazol-4-ylmethoxy)-2H-pyrazole-3-carboxylic acid), FC1=CC=C(C=C1)C1=NOC(=C1COC=1C=C(NN1)C(=O)O)C (5-[3-(4-fluoro-phenyl)-5-methyl-isoxazol-4-ylmethoxy]-2H-pyrazole-3-carboxylic acid). Product: N1(CCCC1)NC(=O)C=1NN=C(C1)OCC=1C(=NOC1C)CCCC (5-(3-Butyl-5-methyl-isoxazol-4-ylmethoxy)-2H-pyrazole-3-carboxylic acid pyrrolidin-1-ylamide). The yield is 48.0%. Reaction SMILES: [CH2:1]([C:5]1[C:9]([CH2:10][O:11][C:12]2[CH:13]=[C:14]([C:17]([OH:19])=O)[NH:15][N:16]=2)=[C:8]([CH3:20])[O:7][N:6]=1)[CH2:2][CH2:3][CH3:4].FC1C=CC(C2C(CO[C:35]3[CH:36]=[C:37]([C:40](O)=O)[NH:38][N:39]=3)=C(C)ON=2)=CC=1>>[N:39]1([NH:38][C:17]([C:14]2[NH:15][N:16]=[C:12]([O:11][CH2:10][C:9]3[C:5]([CH2:1][CH2:2][CH2:3][CH3:4])=[N:6][O:7][C:8]=3[CH3:20])[CH:13]=2)=[O:19])[CH2:40][CH2:37][CH2:36][CH2:35]1. Procedure: As described for example 10b, 5-(3-butyl-5-methyl-isoxazol-4-ylmethoxy)-2H-pyrazole-3-carboxylic acid (140 mg, 0.5 mmol), instead of 5-[3-(4-fluoro-phenyl)-5-methyl-isoxazol-4-ylmethoxy]-2H-pyrazole-3-carboxylic acid, was converted, to the title compound (83 mg, 48%), which was obtained as a white solid. MS: m/e=348.3 [M+H]+.